This data is from the Open Reaction Database (ORD), a public repository of structured organic reaction records. The task is: describe an organic reaction: reactants, conditions, products, and yield Reactants: BrC=1C(=CC2=CC(=CC=C2C1)C#N)C(F)(F)P(OCC)(OCC)=O (diethyl [(3-bromo-7-cyano-2-naphthyl)(difluoro)methyl]phosphonate). Run in ClCCl (dichloromethane), C[Si](C)(C)Br (TMSBr). Yields the product BrC=1C(=CC2=CC(=CC=C2C1)C#N)C(F)(F)P(O)(O)=O ([(3-bromo-7-cyano-2-naphthyl)(difluoro)methyl]phosphonic acid). As a reaction SMILES: [Br:1][C:2]1[C:3]([C:14]([P:17](=[O:24])([O:21]CC)[O:18]CC)([F:16])[F:15])=[CH:4][C:5]2[C:10]([CH:11]=1)=[CH:9][CH:8]=[C:7]([C:12]#[N:13])[CH:6]=2>ClCCl.C[Si](Br)(C)C>[Br:1][C:2]1[C:3]([C:14]([P:17](=[O:18])([OH:24])[OH:21])([F:15])[F:16])=[CH:4][C:5]2[C:10]([CH:11]=1)=[CH:9][CH:8]=[C:7]([C:12]#[N:13])[CH:6]=2. Procedure details: A solution of diethyl [(3-bromo-7-cyano-2-naphthyl)(difluoro)methyl]phosphonate (2.2 g) in dichloromethane (5 mL) and TMSBr (7 mL) was stirred overnight and concentrated. The residue was co-evaporated with dichloromethane (2×), ethanol/water (2×) and then dissolved in 20 mL of methanol. Ammonia (30%) was then added with vigorous stirring and the mixture was concentrated and co-evaporated with methanol (3×). The solid residue was washed with ether to give the desired product as a white powder. MS...